This data is from the Open Reaction Database (ORD), a public repository of structured organic reaction records. The task is: describe an organic reaction: reactants, conditions, products, and yield The reactants are [N+](=O)([O-])C=1C=C(C=O)C=CC1 (m-nitrobenzaldehyde), C(CC(=O)C)(=O)OCCN1CCN(CC1)C(C1=CC=C(C=C1)F)C1=CC=C(C=C1)F (2-[4-(4,4'-difluorobenzhydryl)-1-piperazinyl)ethyl acetoacetate), N\C(=C/C(=O)OC)\C (methyl 3-aminocrotonate), C(C)(C)O (isopropyl alcohol). Yields the product CC=1NC(=C(C(C1C(=O)OCCN1CCN(CC1)C(C1=CC=C(C=C1)F)C1=CC=C(C=C1)F)C1=CC(=CC=C1)[N+](=O)[O-])C(=O)OC)C (2-[4-(4,4'-difluorobenzhydryl)-1-piperazinyl]ethyl methyl 2,6-dimethyl-4-(3-nitrophenyl)-1,4-dihydropyridine-3,5-dicarboxylate). Yield: 33.3%. RXN SMILES: [N+:1]([C:4]1[CH:5]=[C:6]([CH:9]=[CH:10][CH:11]=1)[CH:7]=O)([O-:3])=[O:2].[C:12]([O:18][CH2:19][CH2:20][N:21]1[CH2:26][CH2:25][N:24]([CH:27]([C:35]2[CH:40]=[CH:39][C:38]([F:41])=[CH:37][CH:36]=2)[C:28]2[CH:33]=[CH:32][C:31]([F:34])=[CH:30][CH:29]=2)[CH2:23][CH2:22]1)(=[O:17])[CH2:13]C(C)=O.[NH2:42]/[C:43](/[CH3:49])=[CH:44]\[C:45]([O:47][CH3:48])=[O:46].[CH:50](O)(C)[CH3:51]>>[CH3:50][C:51]1[NH:42][C:43]([CH3:49])=[C:44]([C:45]([O:47][CH3:48])=[O:46])[CH:7]([C:6]2[CH:9]=[CH:10][CH:11]=[C:4]([N+:1]([O-:3])=[O:2])[CH:5]=2)[C:13]=1[C:12]([O:18][CH2:19][CH2:20][N:21]1[CH2:22][CH2:23][N:24]([CH:27]([C:35]2[CH:36]=[CH:37][C:38]([F:41])=[CH:39][CH:40]=2)[C:28]2[CH:33]=[CH:32][C:31]([F:34])=[CH:30][CH:29]=2)[CH2:25][CH2:26]1)=[O:17]. Procedure: A mixture of m-nitrobenzaldehyde, 2-[4-(4,4'-difluorobenzhydryl)-1-piperazinyl)ethyl acetoacetate and methyl 3-aminocrotonate was worked up in isopropyl alcohol in the same manner as Example 1 to give 2-[4-(4,4'-difluorobenzhydryl)-1-piperazinyl]ethyl methyl 2,6-dimethyl-4-(3-nitrophenyl)-1,4-dihydropyridine-3,5-dicarboxylate as a light yellow powder, m.p. 68°-72° C. (sintering). Yield 33.3%. This product was treated with methanolic hydrogen chloride to give colorless prisms of the dihydrochlori... The reactants are CC(=O)[O-], CC(=O)[O-], COC(=O)c1ccc(B(O)O)cc1, ClCCl, [Cu+2], CC(C)N1CCN(C(=O)c2ccc3[nH]c(C(=O)N4CCC(F)(F)CC4)cc3c2)CC1, c1ccncc1. Yields the product COC(=O)c1ccc(-n2c(C(=O)N3CCC(F)(F)CC3)cc3cc(C(=O)N4CCN(C(C)C)CC4)ccc32)cc1. RXN SMILES: [C:53]([O-:54])(=[O:55])[CH3:56].[C:58]([O-:59])(=[O:60])[CH3:61].[CH3:31][O:32][C:33](=[O:34])[c:35]1[cH:36][cH:37][c:38]([B:41]([OH:42])[OH:43])[cH:39][cH:40]1.[Cl:50][CH2:51][Cl:52].[Cu+2:57].[F:1][C:2]1([F:30])[CH2:3][CH2:4][N:5]([C:8](=[O:9])[c:10]2[nH:11][c:12]3[cH:13][cH:14][c:15]([C:19](=[O:20])[N:21]4[CH2:22][CH2:23][N:24]([CH:27]([CH3:28])[CH3:29])[CH2:25][CH2:26]4)[cH:16][c:17]3[cH:18]2)[CH2:6][CH2:7]1.[cH:44]1[cH:45][cH:46][n:47][cH:48][cH:49]1>>[F:1][C:2]1([F:30])[CH2:3][CH2:4][N:5]([C:8](=[O:9])[c:10]2[n:11](-[c:38]3[cH:37][cH:36][c:35]([C:33]([O:32][CH3:31])=[O:34])[cH:40][cH:39]3)[c:12]3[cH:13][cH:14][c:15]([C:19](=[O:20])[N:21]4[CH2:22][CH2:23][N:24]([CH:27]([CH3:28])[CH3:29])[CH2:25][CH2:26]4)[cH:16][c:17]3[cH:18]2)[CH2:6][CH2:7]1. Reactants: [OH-].[K+] (KOH), BrC=1C=CC2=C(C=3CCN(CCC3S2)C(=O)OCC)C1 (ethyl 3-bromo-5,6,8,9-tetrahydro-10-thia-7-aza-benzo[a]azulen-7-carboxylate). The solvent is CCO (EtOH). Product: BrC=1C=CC2=C(C=3CCNCCC3S2)C1 (3-bromo-6,7,8,9-tetrahydro-5H-10-thia-7-aza-benzo[a]azulene). As a reaction SMILES: [OH-].[K+].[Br:3][C:4]1[CH:5]=[CH:6][C:7]2[S:16][C:15]3[CH2:14][CH2:13][N:12](C(OCC)=O)[CH2:11][CH2:10][C:9]=3[C:8]=2[CH:22]=1>CCO>[Br:3][C:4]1[CH:5]=[CH:6][C:7]2[S:16][C:15]3[CH2:14][CH2:13][NH:12][CH2:11][CH2:10][C:9]=3[C:8]=2[CH:22]=1 |f:0.1|. Reported procedure: 30.0 g (53.5 mmol) KOH in 700 mL EtOH are added to a solution of 19.0 g (53.5 mmol) ethyl 3-bromo-5,6,8,9-tetrahydro-10-thia-7-aza-benzo[a]azulen-7-carboxylate. EtOH is distilled off at normal pressure and the residue is taken up in water. The solution is acidified with HCl. Then it is made basic with NaOH and the aqueous phase is extracted four times with chloroform. The organic phase is dried over Na2SO4 and K2CO3 and the solvent is eliminated i.vac. The purification is carried out by repeated... The reactants are OC1=NC(=NC2=C(C=CC=C12)C)C(=O)OCC (ethyl 4-hydroxy-8-methylquinazoline-2-carboxylate), O=P(Cl)(Cl)Cl (POCl3). The reagents and catalysts are CN(C)C=O (DMF). Run at temperature 80 celsius, time 48 hour. Yields the product ClC1=NC(=NC2=C(C=CC=C12)C)C(=O)OCC (ethyl 4-chloro-8-methylquinazoline-2-carboxylate). Yield: 90.0%. RXN SMILES: O[C:2]1[C:11]2[C:6](=[C:7]([CH3:12])[CH:8]=[CH:9][CH:10]=2)[N:5]=[C:4]([C:13]([O:15][CH2:16][CH3:17])=[O:14])[N:3]=1.O=P(Cl)(Cl)[Cl:20]>CN(C=O)C>[Cl:20][C:2]1[C:11]2[C:6](=[C:7]([CH3:12])[CH:8]=[CH:9][CH:10]=2)[N:5]=[C:4]([C:13]([O:15][CH2:16][CH3:17])=[O:14])[N:3]=1. Procedure details: A mixture of ethyl 4-hydroxy-8-methylquinazoline-2-carboxylate (330 mg, 1.39 mmol), POCl3 (20 mL), and DMF (3 drops) was stirred at 80° C. for 48 h. The mixture was concentrated under reduced pressure and the solid residue was partitioned between DCM (100 mL) and cold H2O (100 mL). The separated aqueous phase was extracted with DCM (2×100 mL) and the combined organic layers were dried over MgSO4, filtered, and concentrated. The residue was purified by silica gel chromatography eluting with EtOAc... The reactants are [Cl-] (chloride), ICCCCC(=O)NNC(=O)N1C2=C(OC3=C(C1)C=CC=C3)C=CC(=C2)Cl (1-(5-iodopentanoyl)-2-(8-chloro-10,11-dihydrodibenz[b,f][1,4]oxazepine-10-carbonyl)hydrazine), N1CCOCC1 (morpholine), [I-].[Na+] (sodium iodide), S(=S)(=O)([O-])[O-].[Na+].[Na+] (sodium thiosulfate). The solvent is CC(=O)C (acetone), CC(=O)C (acetone). Yields the product O1CCN(CC1)CCCCC(=O)NNC(=O)N1C2=C(OC3=C(C1)C=CC=C3)C=CC(=C2)Cl (1-(5-morpholinopentanoyl)-2-(8-chloro-10,11-dihydrodibenz[b,f][1,4]oxazepine-10-carbonyl)hydrazine). RXN SMILES: [Cl-].[I-].[Na+].S([O-])([O-])(=O)=S.[Na+].[Na+].I[CH2:12][CH2:13][CH2:14][CH2:15][C:16]([NH:18][NH:19][C:20]([N:22]1[CH2:28][C:27]2[CH:29]=[CH:30][CH:31]=[CH:32][C:26]=2[O:25][C:24]2[CH:33]=[CH:34][C:35]([Cl:37])=[CH:36][C:23]1=2)=[O:21])=[O:17].[NH:38]1[CH2:43][CH2:42][O:41][CH2:40][CH2:39]1>CC(C)=O>[O:41]1[CH2:42][CH2:43][N:38]([CH2:12][CH2:13][CH2:14][CH2:15][C:16]([NH:18][NH:19][C:20]([N:22]2[CH2:28][C:27]3[CH:29]=[CH:30][CH:31]=[CH:32][C:26]=3[O:25][C:24]3[CH:33]=[CH:34][C:35]([Cl:37])=[CH:36][C:23]2=3)=[O:21])=[O:17])[CH2:39][CH2:40]1 |f:1.2,3.4.5|. Reported procedure: To a solution of 0.5 part of 8-chloro-10,11-dihydrodibenz[b,f][1,4]oxazepine-10-carboxylic acid hydrazide (U.S. Pat. No. 3,534,019) and 19.6 parts of acetonitrile is added 0.298 part of sodium bicarbonate followed by 0.6 part of 5-chloropentanoyl chloride. The solution is stirred for 48 hours at room temperature, after which time the solvent is removed under reduced pressure and the resulting residue is purified by recrystallization from ethyl acetate-cyclohexane to afford 1-(5-chloropentanoyl)-...